This data is from the Open Reaction Database (ORD), a public repository of structured organic reaction records. The task is: describe an organic reaction: reactants, conditions, products, and yield The reactants are [Si](C)(C)(C(C)(C)C)Cl (tert-Butyldimethylsilyl chloride), N1(CCC1)C(=O)C=1C=C(C(=NC1)OC=1C=C(C(=O)O)C=C(C1)O[C@H](CO)C)Cl (3-{[5-(azetidin-1-ylcarbonyl)-3-chloropyridin-2-yl]oxy}-5-{[(1S)-2-hydroxy-1-methylethyl]oxy}benzoic acid), N12CCCCCC2=NCCC1 (1,8-diazabicyclo(5,4,0)undec-7-ene). Solvent: C(C)#N (acetonitrile). Run at time 24 hour. The product is N1(CCC1)C(=O)C=1C=C(C(=NC1)OC=1C=C(C(=O)O)C=C(C1)O[C@H](CO[Si](C)(C)C(C)(C)C)C)Cl (3-{[5-(Azetidin-1-ylcarbonyl)-3-chloropyridin-2-yl]oxy}-5-[((1S)-2-{[(1,1-dimethylethyl)(dimethyl)silyl]oxy}-1-methylethyl)oxy]benzoic acid). The yield is 60.6%. Reaction SMILES: [Si:1](Cl)([C:4]([CH3:7])([CH3:6])[CH3:5])([CH3:3])[CH3:2].[N:9]1([C:13]([C:15]2[CH:16]=[C:17]([Cl:36])[C:18]([O:21][C:22]3[CH:23]=[C:24]([CH:28]=[C:29]([O:31][C@@H:32]([CH3:35])[CH2:33][OH:34])[CH:30]=3)[C:25]([OH:27])=[O:26])=[N:19][CH:20]=2)=[O:14])[CH2:12][CH2:11][CH2:10]1.N12CCCN=C1CCCCC2>C(#N)C>[N:9]1([C:13]([C:15]2[CH:16]=[C:17]([Cl:36])[C:18]([O:21][C:22]3[CH:23]=[C:24]([CH:28]=[C:29]([O:31][C@@H:32]([CH3:35])[CH2:33][O:34][Si:1]([C:4]([CH3:7])([CH3:6])[CH3:5])([CH3:3])[CH3:2])[CH:30]=3)[C:25]([OH:27])=[O:26])=[N:19][CH:20]=2)=[O:14])[CH2:12][CH2:11][CH2:10]1. Reported procedure: tert-Butyldimethylsilyl chloride (2.78 g, 18.4 mmol) was added to a mixture of 3-{[5-(azetidin-1-ylcarbonyl)-3-chloropyridin-2-yl]oxy}-5-{[(1S)-2-hydroxy-1-methylethyl]oxy}benzoic acid (3.74 g, 9.19 mmol) and 1,8-diazabicyclo(5,4,0)undec-7-ene (2.75 mL, 7.36 mmol) in acetonitrile (40 mL) and stirred at RT for 24 hours. The solvent was removed in vacuo and water (80 mL) added to the resultant oil. The mixture was adjusted to pH 10 with 1M sodium bicarbonate solution and washed with ether to remov... Starting materials: N1(CCCCC1)C(CCN1N=C(C2=CC(=CC=C12)O)NCCCN(CC)CC)C (1-(3-piperidinobutyl)-3-(3-diethylaminopropylamino)-5-hydroxyindazole), Cl (hydrogen chloride), C(C)OCC (diethyl ether). Run in C(C)O (ethyl alcohol). The product is Cl.Cl.N1(CCCCC1)C(CCN1N=C(C2=CC(=CC=C12)O)NCCCN(CC)CC)C (1-(3-piperidinobutyl)-3-(3-diethylaminopropylamino)-5-hydroxyindazole dihydrochloride). As a reaction SMILES: [N:1]1([CH:7]([CH3:29])[CH2:8][CH2:9][N:10]2[C:18]3[C:13](=[CH:14][C:15]([OH:19])=[CH:16][CH:17]=3)[C:12]([NH:20][CH2:21][CH2:22][CH2:23][N:24]([CH2:27][CH3:28])[CH2:25][CH3:26])=[N:11]2)[CH2:6][CH2:5][CH2:4][CH2:3][CH2:2]1.[ClH:30].C(OCC)C>C(O)C>[ClH:30].[ClH:30].[N:1]1([CH:7]([CH3:29])[CH2:8][CH2:9][N:10]2[C:18]3[C:13](=[CH:14][C:15]([OH:19])=[CH:16][CH:17]=3)[C:12]([NH:20][CH2:21][CH2:22][CH2:23][N:24]([CH2:27][CH3:28])[CH2:25][CH3:26])=[N:11]2)[CH2:6][CH2:5][CH2:4][CH2:3][CH2:2]1 |f:4.5.6|. Procedure: In 50 ml of absolute ethyl alcohol was dissolved 4.0 g of the 1-(3-piperidinobutyl)-3-(3-diethylaminopropylamino)-5-hydroxyindazole, and into the solution was introduced dried hydrogen chloride gas under cooling with ice. Then to the solution was added anhydrous diethyl ether to separate crystals. The crystals were obtained by filtration and dried to give 1-(3-piperidinobutyl)-3-(3-diethylaminopropylamino)-5-hydroxyindazole dihydrochloride having the following analytical value.